Dataset: the Open Reaction Database (ORD), a public repository of structured organic reaction records. Task: describe an organic reaction: reactants, conditions, products, and yield Starting materials: CC(C)(F)CC(NC(c1ccc(Br)cc1)C(F)F)C(=O)NC1(C#N)CC1, CC1(C)OB(c2ccc(C3(C(N)=O)CC3)cc2)OC1(C)C, CN(C)C=O, ClCCl, [Na+], [Na+], O=C([O-])[O-]. Product: CC(C)(F)CC(NC(c1ccc(-c2ccc(C3(C(N)=O)CC3)cc2)cc1)C(F)F)C(=O)NC1(C#N)CC1. Reaction SMILES: [Br:1][c:2]1[cH:3][cH:4][c:5]([CH:8]([CH:9]([F:10])[F:11])[NH:12][CH:13]([CH2:14][C:15]([CH3:16])([CH3:17])[F:18])[C:19](=[O:20])[NH:21][C:22]2([C:25]#[N:26])[CH2:23][CH2:24]2)[cH:6][cH:7]1.[CH3:27][C:28]1([CH3:29])[C:30]([CH3:31])([CH3:32])[O:33][B:34]([c:35]2[cH:36][cH:37][c:38]([C:41]3([C:44](=[O:45])[NH2:46])[CH2:42][CH2:43]3)[cH:39][cH:40]2)[O:47]1.[CH3:57][N:58]([CH3:59])[CH:60]=[O:61].[Cl:54][CH2:55][Cl:56].[Na+:48].[Na+:49].[O-:50][C:51](=[O:52])[O-:53]>>[c:2]1(-[c:35]2[cH:36][cH:37][c:38]([C:41]3([C:44](=[O:45])[NH2:46])[CH2:42][CH2:43]3)[cH:39][cH:40]2)[cH:3][cH:4][c:5]([CH:8]([CH:9]([F:10])[F:11])[NH:12][CH:13]([CH2:14][C:15]([CH3:16])([CH3:17])[F:18])[C:19](=[O:20])[NH:21][C:22]2([C:25]#[N:26])[CH2:23][CH2:24]2)[cH:6][cH:7]1. Reactants: COC(=O)Cl, O=C([O-])Cl, O=C1OC(Cn2ccnn2)CN1c1ccc(-c2ccc(C3=NOC(CO)C3)nc2)c(F)c1, CN(C)C=O, O, c1ccncc1. Yields the product COC(=O)OCC1CC(c2ccc(-c3ccc(N4CC(Cn5ccnn5)OC4=O)cc3F)cn2)=NO1. As a reaction SMILES: [Cl:33][C:34](=[O:35])[O:36][CH3:37].[Cl:38][C:39]([O-:40])=[O:41].[F:1][c:2]1[cH:3][c:4]([N:21]2[C:22](=[O:32])[O:23][CH:24]([CH2:26][n:27]3[n:28][n:29][cH:30][cH:31]3)[CH2:25]2)[cH:5][cH:6][c:7]1-[c:8]1[cH:9][n:10][c:11]([C:14]2=[N:15][O:16][CH:17]([CH2:19][OH:20])[CH2:18]2)[cH:12][cH:13]1.[O:42]=[CH:43][N:44]([CH3:45])[CH3:46].[OH2:53].[cH:47]1[cH:48][cH:49][n:50][cH:51][cH:52]1>>[F:1][c:2]1[cH:3][c:4]([N:21]2[C:22](=[O:32])[O:23][CH:24]([CH2:26][n:27]3[n:28][n:29][cH:30][cH:31]3)[CH2:25]2)[cH:5][cH:6][c:7]1-[c:8]1[cH:9][n:10][c:11]([C:14]2=[N:15][O:16][CH:17]([CH2:19][O:20][C:34](=[O:35])[O:36][CH3:37])[CH2:18]2)[cH:12][cH:13]1. Reactants: C1(=CC=CC=C1)P(=O)(C1=CC=CC=C1)N=[N+]=[N-] (Diphenylphosphoryl azide), C12C(CC(CC1)C2)CCC(=O)O (3-(2-norbornyl)propionic acid), N1=CC=CC=C1 (pyridine). Reaction conditions: temperature 80 celsius, time 30 minute. Yields the product C12C(CC(CC1)C2)CCN=C=O (2-(2-norbornyl)ethyl isocyanate). Reaction SMILES: C1(P(N=[N+]=[N-])(C2C=CC=CC=2)=[O:8])C=CC=CC=1.[CH:18]12[CH2:24][CH:21]([CH2:22][CH2:23]1)[CH2:20][CH:19]2[CH2:25][CH2:26]C(O)=O.[N:30]1[CH:35]=CC=CC=1>>[CH:18]12[CH2:24][CH:21]([CH2:22][CH2:23]1)[CH2:20][CH:19]2[CH2:25][CH2:26][N:30]=[C:35]=[O:8]. Procedure: Diphenylphosphoryl azide (6.05 g.) was added dropwise to a solution of 3-(2-norbornyl)propionic acid (3.36 g.) in dry pyridine (20 ml.) and stirred at 80° C. for 30 minutes to give 2-(2-norbornyl)ethyl isocyanate (I.R. 2260 cm-1). Reactants: COC(CC1=C(C=CC(=C1)Cl)Br)=O (Methyl(2-Bromo-5-Chlorophenyl)Acetate), C(CCC)[Li] (n-butyllithium), solution, C(C)(C)NC(C)C (diisopropylamine), IC (Iodomethane). Run in O1CCCC1 (tetrahydrofuran), hexanes, O1CCCC1 (tetrahydrofuran). Conditions: temperature 0 celsius, time 10 minute. The product is BrC1=C(C=C(C=C1)Cl)C(C(=O)OC)C (Methyl 2-(2-Bromo-5-Chlorophenyl)Propanoate). RXN SMILES: [CH2:1]([Li])CCC.C(NC(C)C)(C)C.[CH3:13][O:14][C:15](=[O:25])[CH2:16][C:17]1[CH:22]=[C:21]([Cl:23])[CH:20]=[CH:19][C:18]=1[Br:24].IC>O1CCCC1>[Br:24][C:18]1[CH:19]=[CH:20][C:21]([Cl:23])=[CH:22][C:17]=1[CH:16]([CH3:1])[C:15]([O:14][CH3:13])=[O:25]. Procedure: A solution of n-butyllithium (1.67 mL of a 2.5 M solution in hexanes, 4.17 mmol) was added dropwise via syringe to a stirred solution of diisopropylamine (0.61 mL, 4.36 mmol) in tetrahydrofuran (10 mL) at −78° C. After approximately 10 min, the reaction mixture was warmed to 0° C. and aged for another 10 min. After re-cooling to −78° C., a solution of methyl (2-bromo-5-chlorophenyl)acetate (1-2) (1.00 g, 3.79 mmol) in tetrahydrofuran (10 mL) was added dropwise via syringe and the resulting yello... The reactants are C(CC)(=O)C1=CC=CC=C1 (propiophenone), C(C)(=O)OC(C)=O (acetic anhydride). Run at temperature 80 celsius, time 1 hour. Product: CC=1C(C2=CC=CC=C2C1)=O (2-methyl-inden-1-one). The yield is 375.4%. Reaction SMILES: [C:1]([C:5]1[CH:10]=[CH:9][CH:8]=[CH:7][CH:6]=1)(=[O:4])[CH2:2][CH3:3].[C:11](OC(=O)C)(=O)C>>[CH3:3][C:2]1[C:1](=[O:4])[C:5]2[C:10]([CH:11]=1)=[CH:9][CH:8]=[CH:7][CH:6]=2. Reported procedure: A mixture of propiophenone (30 g, 223.6 mmol) hexamethylenetetramine (HMTA) (43.8 g, 313 mmol) and acetic anhydride (41 g, 402 mmol) was heated at 80° C. for 4 hours under a nitrogen atmosphere. The reaction mixture was cooled to 30° C. and quenched into a stirred mixture of methylene chloride (200 ml) and sodium hydroxide (200 of 2N solution). The organic layer was separated and washed with aqueous HCl (100 ml of 1N solution). The methylene chloride solution containing the product, 2-methyl-1-p... The reactants are CC1(C2C(C3=CC(=CC=C3O1)C#N)O2)C ((±)-2,2-dimethyl-1a,7b-dihydro-2H-1,3-dioxa-cyclopropa[a]naphthalene-6-carbonitrile), ClC=1C=CC2=C(N=C(S2)N)C1 (5-chloro-benzothiazol-2-ylamine). Yields the product ClC=1C=CC2=C(N=C(S2)NC2C(C(OC3=CC=C(C=C23)C#N)(C)C)O)C1 (4-(5-Chloro-benzothiazol-2-ylamino)-3-hydroxy-2,2-dimethyl-chroman-6-carbonitrile). As a reaction SMILES: [CH3:1][C:2]1([CH3:15])[O:11][C:10]2[C:5](=[CH:6][C:7]([C:12]#[N:13])=[CH:8][CH:9]=2)[CH:4]2[O:14][CH:3]12.[Cl:16][C:17]1[CH:18]=[CH:19][C:20]2[S:24][C:23]([NH2:25])=[N:22][C:21]=2[CH:26]=1>>[Cl:16][C:17]1[CH:18]=[CH:19][C:20]2[S:24][C:23]([NH:25][CH:4]3[C:5]4[C:10](=[CH:9][CH:8]=[C:7]([C:12]#[N:13])[CH:6]=4)[O:11][C:2]([CH3:15])([CH3:1])[CH:3]3[OH:14])=[N:22][C:21]=2[CH:26]=1. Procedure: Following the procedure in Example 1, using (±)-2,2-dimethyl-1a,7b-dihydro-2H-1,3-dioxa-cyclopropa[a]naphthalene-6-carbonitrile and 5-chloro-benzothiazol-2-ylamine as starting material, the title compound was prepared as a white solid. Reactants: NC1=C2N=C(C(=NC2=CC(=C1N)Cl)O)O (5,6-diamino-7-chloro-2,3-dihydroxyquinoxaline), CC(C(C)=O)=O (2,3-butanedione). Solvent: O (water), O (water). Run at temperature 50 celsius, time 24 hour. The product is ClC=1C=C2C(=C3N=C(C(=NC13)C)C)N=C(C(=N2)O)O (6-chloro-2,3- dihydroxy-8,9-dimethylpyrazino(2,3-f)quinoxaline). The yield is 48.4%. Reaction SMILES: [NH2:1][C:2]1[C:11]([NH2:12])=[C:10]([Cl:13])[CH:9]=[C:8]2[C:3]=1[N:4]=[C:5]([OH:15])[C:6]([OH:14])=[N:7]2.[CH3:16][C:17](=O)[C:18](=O)[CH3:19]>O>[Cl:13][C:10]1[CH:9]=[C:8]2[N:7]=[C:6]([OH:14])[C:5]([OH:15])=[N:4][C:3]2=[C:2]2[C:11]=1[N:12]=[C:18]([CH3:19])[C:17]([CH3:16])=[N:1]2. Reported procedure: A mixture of 0,5 g (2,24 mmol) 5,6-diamino-7-chloro-2,3-dihydroxyquinoxaline in 10 ml water was at 50° C. added a solution of 0,4 g (4,6 mmol) 2,3-butanedione in 5 ml water. The reaction mixture was stirred at 50° C. for 24 h. After cooling to 25° C., the precipitate was filtered off and washed with water and ethanol to give 0,3 g (50%) 6-chloro-2,3- dihydroxy-8,9-dimethylpyrazino(2,3-f)quinoxaline, m.p.>300° C. NMR (DMSO-d6) 8.47 (1H,s), 2.60 (3H,s), 2.53 (3H,s). Reactants: powder, N1=CC(=CC=C1)C1=CC(=C2N1CSC2)C#N (5-(3-pyridyl)-1H,3H-pyrrolo[1,2-c]thiazole-7-carbonitrile), BrN1C(CCC1=O)=O (N-bromosuccinimide). Product: BrC=1C(=C2N(CSC2)C1C=1C=NC=CC1)C#N (6-bromo-5-(3-pyridyl)-1H,3H-pyrrolo[1,2-c]thiazole-7-carbonitrile). Isolated yield 30.7%. RXN SMILES: [N:1]1[CH:6]=[CH:5][CH:4]=[C:3]([C:7]2[N:11]3[CH2:12][S:13][CH2:14][C:10]3=[C:9]([C:15]#[N:16])[CH:8]=2)[CH:2]=1.[Br:17]N1C(=O)CCC1=O>>[Br:17][C:8]1[C:9]([C:15]#[N:16])=[C:10]2[CH2:14][S:13][CH2:12][N:11]2[C:7]=1[C:3]1[CH:2]=[N:1][CH:6]=[CH:5][CH:4]=1. Procedure: 6-Bromo-5-(3-pyridyl)-1H,3H-pyrrolo[1,2-c]thiazole-7-carbonitrile is prepared as in Example 9, from 5 g of 5-(3-pyridyl)-1H,3H-pyrrolo[1,2-c]thiazole-7-carbonitrile and 4.1 g of N-bromosuccinimide. 2.07 g of 6-bromo-5-(3-pyridyl)-1H,3H-pyrrolo[1,2-c]thiazole-7-carbonitrile are thus obtained in the form of white powder melting at 190° C. The reactants are C1=CC=C(C=C1)COC(=O)Cl (Cbz-Cl), CNC1CC(NCC1)=O (4-(methylamino)piperidin-2-one), C(=O)([O-])[O-].[K+].[K+] (K2CO3). The solvent is C1CCOC1 (THF), C(Cl)Cl (DCM). Conditions: time 14 hour. Yields the product CN(C(OCC1=CC=CC=C1)=O)C1CC(NCC1)=O (Benzyl methyl(2-oxopiperidin-4-yl)carbamate). Yield: 27.0%. RXN SMILES: [CH:1]1[CH:6]=[CH:5][C:4]([CH2:7][O:8][C:9](Cl)=[O:10])=[CH:3][CH:2]=1.[CH3:12][NH:13][CH:14]1[CH2:19][CH2:18][NH:17][C:16](=[O:20])[CH2:15]1.C([O-])([O-])=O.[K+].[K+]>C1COCC1.C(Cl)Cl>[CH3:12][N:13]([CH:14]1[CH2:19][CH2:18][NH:17][C:16](=[O:20])[CH2:15]1)[C:9](=[O:10])[O:8][CH2:7][C:4]1[CH:5]=[CH:6][CH:1]=[CH:2][CH:3]=1 |f:2.3.4|. Procedure: Cbz-Cl (7.2 ml, 21.259 mol, 1.5 eq., 50% solution in toluene) was added at 0° C. to a mixture of 4-(methylamino)piperidin-2-one (1.814 g, 14.173 mmol, 1.0 eq.) and K2CO3 (3.91 g, 28.346 mmol, 2.0 eq.) in THF (50 ml) and the mixture was stirred for 14 hours at RT. After monitoring by TLC, the reaction mixture was diluted with DCM (300 ml), washed with water and saturated NaCl solution (in each case 150 ml), dried over sodium sulfate, concentrated under reduced pressure and purified by column chro... The product is CC(=O)c1ccc(SCCCCO)cc1. RXN SMILES: [Cl:9][c:10]1[cH:11][cH:12][c:13]([C:16]([CH3:17])=[O:18])[cH:14][cH:15]1.[H-:8].[Na+:7].[O:19]=[CH:20][N:21]([CH3:22])[CH3:23].[OH:1][CH2:2][CH2:3][CH2:4][CH2:5][SH:6]>>[OH:1][CH2:2][CH2:3][CH2:4][CH2:5][S:6][c:10]1[cH:11][cH:12][c:13]([C:16]([CH3:17])=[O:18])[cH:14][cH:15]1. Starting materials: CC(=O)c1ccc(Cl)cc1, [H-], [Na+], CN(C)C=O, OCCCCS.